Dataset: the Open Reaction Database (ORD), a public repository of structured organic reaction records. Task: describe an organic reaction: reactants, conditions, products, and yield The reactants are OC1=C(C2=C(C(CCO2)=O)C=C1)CCC (2,3-dihydro-7-hydroxy-8-propyl-4H-1-benzopyran-4-one), C(C)OC(CCC1=C(C=CC(=C1)C(=O)C1=CC(=CC=C1)C(=O)OCC)OCCCCCCBr)=O (2-[(6-bromohexyl)oxy]-5-[[3-(ethoxycarbonyl)phenyl]carbonyl]benzenepropanoic acid ethyl ester), C([O-])([O-])=O.[K+].[K+] (potassium carbonate). Solvent: CC(CC)=O (2-butanone). Yields the product C(C)OC(CCC1=C(C=CC(=C1)C(=O)C1=CC(=CC=C1)C(=O)OCC)OCCCCCCOC1=C(C2=C(C(CCO2)=O)C=C1)CCC)=O (2-[6-[(2,3-dihydro-4-oxo-8-propyl-4H-1-benzopyran-7-yl)oxy]hexyloxy]-5-[[3-(ethoxycarbonyl)phenyl]carbonyl]benzenepropanoic acid ethyl ester). The yield is 80.2%. As a reaction SMILES: [OH:1][C:2]1[CH:12]=[CH:11][C:5]2[C:6](=[O:10])[CH2:7][CH2:8][O:9][C:4]=2[C:3]=1[CH2:13][CH2:14][CH3:15].[CH2:16]([O:18][C:19](=[O:49])[CH2:20][CH2:21][C:22]1[CH:27]=[C:26]([C:28]([C:30]2[CH:35]=[CH:34][CH:33]=[C:32]([C:36]([O:38][CH2:39][CH3:40])=[O:37])[CH:31]=2)=[O:29])[CH:25]=[CH:24][C:23]=1[O:41][CH2:42][CH2:43][CH2:44][CH2:45][CH2:46][CH2:47]Br)[CH3:17].C(=O)([O-])[O-].[K+].[K+]>CC(=O)CC>[CH2:16]([O:18][C:19](=[O:49])[CH2:20][CH2:21][C:22]1[CH:27]=[C:26]([C:28]([C:30]2[CH:35]=[CH:34][CH:33]=[C:32]([C:36]([O:38][CH2:39][CH3:40])=[O:37])[CH:31]=2)=[O:29])[CH:25]=[CH:24][C:23]=1[O:41][CH2:42][CH2:43][CH2:44][CH2:45][CH2:46][CH2:47][O:1][C:2]1[CH:12]=[CH:11][C:5]2[C:6](=[O:10])[CH2:7][CH2:8][O:9][C:4]=2[C:3]=1[CH2:13][CH2:14][CH3:15])[CH3:17] |f:2.3.4|. Reported procedure: A mixture of 0.144 g (0.70 mmol) of 2,3-dihydro-7-hydroxy-8-propyl-4H-1-benzopyran-4-one, 0.371 g (0.70 mmol) of 2-[(6-bromohexyl)oxy]-5-[[3-(ethoxycarbonyl)phenyl]carbonyl]benzenepropanoic acid ethyl ester, 0.479 g (3.47 mmol) of anhydrous granular potassium carbonate and 13.1 mL of 2-butanone was stirred and refluxed for 18 hr. The resulting slurry was filtered with suction and the solids washed thoroughly with ethyl acetate. The filtrate and washes were combined and concentrated in vacuo and ... Reactants: ClC1=NC=CC=C1C=1OC(=NN1)C (2-chloro-3-(5-methyl-1,3,4-oxadiazol-2-yl)pyridine), N1CCNCC1 (piperazine). Product: CC1=NN=C(O1)C=1C(=NC=CC1)N1CCNCC1 (1-[3-(5-Methyl-1,3,4-oxadiazol-2-yl)-2-pyridinyl]piperazine). RXN SMILES: Cl[C:2]1[C:7]([C:8]2[O:9][C:10]([CH3:13])=[N:11][N:12]=2)=[CH:6][CH:5]=[CH:4][N:3]=1.[NH:14]1[CH2:19][CH2:18][NH:17][CH2:16][CH2:15]1>>[CH3:13][C:10]1[O:9][C:8]([C:7]2[C:2]([N:14]3[CH2:19][CH2:18][NH:17][CH2:16][CH2:15]3)=[N:3][CH:4]=[CH:5][CH:6]=2)=[N:12][N:11]=1. Procedure details: This intermediate compound was synthesized from 2-chloro-3-(5-methyl-1,3,4-oxadiazol-2-yl)pyridine (prepared according to J. Heterocyclic Chemistry, 17, 425 (1980)) and piperazine using the procedure of Example 6. Starting materials: ClC1=C(C=C(C=C1)[C@H]1[C@@H](CN(CCO1)C(=O)OC(C)(C)C)C=O)F (tert-butyl (6R,7R)-7-(4-chloro-3-fluorophenyl)-6-formyl-1,4-oxazepane-4-carboxylate), N1=C(C=CC=C1)N (pyridin-2-amine). The solvent is C1CCOC1 (THF), CO (methanol). Conditions: time 3 hour. Product: ClC1=C(C=C(C=C1)[C@H]1[C@@H](CN(CCO1)C(=O)OC(C)(C)C)CNC1=NC=CC=C1)F (tert-butyl (6R,7R)-7-(4-chloro-3-fluorophenyl)-6-[(pyridin-2-ylamino)methyl]-1,4-oxazepane-4-carboxylate). Isolated yield 61.3%. As a reaction SMILES: [Cl:1][C:2]1[CH:7]=[CH:6][C:5]([C@@H:8]2[O:14][CH2:13][CH2:12][N:11]([C:15]([O:17][C:18]([CH3:21])([CH3:20])[CH3:19])=[O:16])[CH2:10][C@H:9]2[CH:22]=O)=[CH:4][C:3]=1[F:24].[N:25]1[CH:30]=[CH:29][CH:28]=[CH:27][C:26]=1[NH2:31]>C1COCC1.CO>[Cl:1][C:2]1[CH:7]=[CH:6][C:5]([C@@H:8]2[O:14][CH2:13][CH2:12][N:11]([C:15]([O:17][C:18]([CH3:20])([CH3:21])[CH3:19])=[O:16])[CH2:10][C@H:9]2[CH2:22][NH:31][C:26]2[CH:27]=[CH:28][CH:29]=[CH:30][N:25]=2)=[CH:4][C:3]=1[F:24]. Reported procedure: To a solution of tert-butyl (6R,7R)-7-(4-chloro-3-fluorophenyl)-6-formyl-1,4-oxazepane-4-carboxylate (150 mg) and pyridin-2-amine (79 mg) in THF (1.3 mL) and methanol (0.1 ml) was added borane-2-picoline complex (90 mg), and the mixture was stirred at room temperature for 3 hr. The reaction mixture was concentrated under reduced pressure, the residue was stirred in 1 M aqueous hydrochloric acid solution, and neutralized with saturated aqueous sodium hydrogen carbonate solution, and the mixture w... Reactants: ClC1=NC(=CC=2N1C=CN2)C2=C(C=C(C=C2)Cl)Cl (5-Chloro-7-(2,4-dichlorophenyl)imidazo[1,2-c]pyrimidine), ClN1C(CCC1=O)=O (N-chlorosuccinimide). Solvent: C(Cl)(Cl)Cl (chloroform), C(C)(=O)OCC (ethyl acetate), O (water). Conditions: time 12 hour. The product is ClC1=CN=C2N1C(=NC(=C2)C2=C(C=C(C=C2)Cl)Cl)Cl (3,5-Dichloro-7-(2,4-dichlorophenyl)imidazo[1,2-c]pyrimidine). As a reaction SMILES: [Cl:1][C:2]1[N:7]2[CH:8]=[CH:9][N:10]=[C:6]2[CH:5]=[C:4]([C:11]2[CH:16]=[CH:15][C:14]([Cl:17])=[CH:13][C:12]=2[Cl:18])[N:3]=1.[Cl:19]N1C(=O)CCC1=O>C(Cl)(Cl)Cl.C(OCC)(=O)C.O>[Cl:19][C:8]1[N:7]2[C:2]([Cl:1])=[N:3][C:4]([C:11]3[CH:16]=[CH:15][C:14]([Cl:17])=[CH:13][C:12]=3[Cl:18])=[CH:5][C:6]2=[N:10][CH:9]=1. Procedure: 300 mg (1.0 mmol) of 5-chloro-7-(2,4-dichlorophenyl)imidazo[1,2-c]pyrimidine (Example 6A) are suspended in chloroform (15 ml), 240 mg (1.8 mmol) of N-chlorosuccinimide are added, and the reaction mixture is stirred at RT for 12 h. The reaction mixture is diluted with ethyl acetate (100 ml) and water (75 ml), and the organic phase is separated off, dried over magnesium sulphate and concentrated in a rotary evaporator. The residue is stirred with diethyl ether (20 ml), and the solid is filtered of... The reactants are C=CC(=O)OC, CCO, COP(C)(=O)OC. Product: COC(=O)CCP(C)(=O)OC. As a reaction SMILES: [C:1]([CH:2]=[CH2:3])(=[O:4])[O:5][CH3:6].[CH3:14][CH2:15][OH:16].[CH3:7][P:8]([O:9][CH3:10])(=[O:11])[O:12][CH3:13]>>[C:1]([CH2:2][CH2:3][P:8]([CH3:7])([O:9][CH3:10])=[O:11])(=[O:4])[O:5][CH3:6]. Reactants: NC1[C@@H]2N(C(=CCS2)C(=O)OCC2=CC=C(C=C2)[N+](=O)[O-])C1=O (4-Nitrobenzyl 7-amino-3-cephem-4-carboxylate), O (Water), resultant solution, NC1[C@@H]2N(C(=CCS2)C(=O)OCC2=CC=C(C=C2)[N+](=O)[O-])C1=O (4-nitrobenzyl 7-amino-3-cephem-4-carboxylate), BrBr (bromine), C=C1CC(=O)O1 (diketene). Solvent: C[Si](C)(C)CC(=O)N (trimethylsilylacetamide), C[Si](C)(C)C(C(=O)N)[Si](C)(C)C (bis(trimethylsilyl)acetamide), C(C)(=O)OCC (ethyl acetate), C(Cl)Cl (methylene chloride), C(Cl)Cl (methylene chloride). Run at temperature 45 celsius, time 1.5 hour. Yields the product BrCC(=O)CC(=O)NC1[C@@H]2N(C(=CCS2)C(=O)OCC2=CC=C(C=C2)[N+](=O)[O-])C1=O (4-nitrobenzyl 7-[2-(2-bromoacetyl)acetamido]-3-cephem-4-carboxylate). Isolated yield 82.8%. As a reaction SMILES: [NH2:1][CH:2]1[C:22](=[O:23])[N:4]2[C:5]([C:9]([O:11][CH2:12][C:13]3[CH:18]=[CH:17][C:16]([N+:19]([O-:21])=[O:20])=[CH:15][CH:14]=3)=[O:10])=[CH:6][CH2:7][S:8][C@H:3]12.[Br:24]Br.[CH2:26]=[C:27]1[O:31][C:29](=[O:30])[CH2:28]1.O>C[Si](CC(N)=O)(C)C.C[Si](C([Si](C)(C)C)C(N)=O)(C)C.C(OCC)(=O)C.C(Cl)Cl>[Br:24][CH2:31][C:27]([CH2:28][C:29]([NH:1][CH:2]1[C:22](=[O:23])[N:4]2[C:5]([C:9]([O:11][CH2:12][C:13]3[CH:14]=[CH:15][C:16]([N+:19]([O-:21])=[O:20])=[CH:17][CH:18]=3)=[O:10])=[CH:6][CH2:7][S:8][C@H:3]12)=[O:30])=[O:26]. Procedure details: 4-Nitrobenzyl 7-amino-3-cephem-4-carboxylate (5 g.) was dissolved in a solution of trimethylsilylacetamide (13.8 g.) and bis(trimethylsilyl)acetamide (10 ml.) in dry ethyl acetate (50 ml.) and stirred at 45° C. for 1.5 hours. A solution of bromine (2.88 g.) in methylene chloride (7 ml.) was added dropwise to a solution of diketene (1.5 g.) in methylene chloride (7 ml.) at -40° C. over 20 minutes and stirred at -30° C. for 1 hour. The solution obtained thus was added to dropwise to the above solu...